This data is from the Open Reaction Database (ORD), a public repository of structured organic reaction records. The task is: describe an organic reaction: reactants, conditions, products, and yield Reactants: Cc1cc(N)c(F)cc1C, [I-], [K+], O=N[O-], [Na+], O, O=S(=O)(O)O. Yields the product Cc1cc(F)c(I)cc1C. RXN SMILES: [F:1][c:2]1[c:3]([NH2:10])[cH:4][c:5]([CH3:9])[c:6]([CH3:8])[cH:7]1.[I-:21].[K+:20].[N:16]([O-:17])=[O:18].[Na+:19].[OH2:22].[S:11](=[O:12])(=[O:13])([OH:14])[OH:15]>>[F:1][c:2]1[c:3]([I:21])[cH:4][c:5]([CH3:9])[c:6]([CH3:8])[cH:7]1.